This data is from the Open Reaction Database (ORD), a public repository of structured organic reaction records. The task is: describe an organic reaction: reactants, conditions, products, and yield Reactants: CI, ClCCl, Cc1ccc(O)c(C(CCN2CCCCCC2)c2ccccc2)c1. Yields the product Cc1ccc(O)c(C(CC[N+]2(C)CCCCCC2)c2ccccc2)c1, [I-]. As a reaction SMILES: [CH3:1][I:2].[Cl:27][CH2:28][Cl:29].[N:3]1([CH2:10][CH2:11][CH:12]([c:13]2[cH:14][cH:15][cH:16][cH:17][cH:18]2)[c:19]2[c:20]([OH:26])[cH:21][cH:22][c:23]([CH3:25])[cH:24]2)[CH2:4][CH2:5][CH2:6][CH2:7][CH2:8][CH2:9]1>>[CH3:1][N+:3]1([CH2:10][CH2:11][CH:12]([c:13]2[cH:14][cH:15][cH:16][cH:17][cH:18]2)[c:19]2[c:20]([OH:26])[cH:21][cH:22][c:23]([CH3:25])[cH:24]2)[CH2:4][CH2:5][CH2:6][CH2:7][CH2:8][CH2:9]1.[I-:2]. The reactants are O, O=[N+]([O-])O, O=S(=O)(O)O, O=C(O)c1cccs1. Product: O=C(O)c1cc([N+](=O)[O-])cs1. As a reaction SMILES: [OH2:18].[OH:6][N+:7]([O-:8])=[O:9].[S:1](=[O:2])(=[O:3])([OH:4])[OH:5].[s:10]1[c:11]([C:15](=[O:16])[OH:17])[cH:12][cH:13][cH:14]1>>[O-:6][N+:7](=[O:9])[c:13]1[cH:12][c:11]([C:15](=[O:16])[OH:17])[s:10][cH:14]1.